Dataset: the Open Reaction Database (ORD), a public repository of structured organic reaction records. Task: describe an organic reaction: reactants, conditions, products, and yield Reactants: CC1CN(Cc2ccc(NS(=O)(=O)c3ccc(Cl)nc3)cc2C(F)(F)F)CCN1C(=O)OC(C)(C)C, CC1CN(Cc2ccc(N)cc2C(F)(F)F)CCN1C(=O)OC(C)(C)C, [Na+], [Na+], O=C([O-])[O-], O, OB(O)c1ccc(F)cc1. Yields the product CC1CN(Cc2ccc(NS(=O)(=O)c3ccc(-c4ccc(F)cc4)nc3)cc2C(F)(F)F)CCN1C(=O)OC(C)(C)C. RXN SMILES: [Cl:1][c:2]1[cH:3][cH:4][c:5]([S:8](=[O:9])(=[O:10])[NH:11][c:12]2[cH:13][c:14]([C:33]([F:34])([F:35])[F:36])[c:15]([CH2:18][N:19]3[CH2:20][CH:21]([CH3:32])[N:22]([C:25](=[O:26])[O:27][C:28]([CH3:29])([CH3:30])[CH3:31])[CH2:23][CH2:24]3)[cH:16][cH:17]2)[cH:6][n:7]1.[NH2:53][c:54]1[cH:55][cH:56][c:57]([CH2:58][N:59]2[CH2:60][CH2:61][N:62]([C:63]([O:64][C:65]([CH3:66])([CH3:67])[CH3:68])=[O:69])[CH:70]([CH3:71])[CH2:72]2)[c:73]([C:74]([F:75])([F:76])[F:77])[cH:78]1.[Na+:47].[Na+:48].[O-:49][C:50](=[O:51])[O-:52].[OH2:79].[OH:37][B:38]([OH:39])[c:40]1[cH:41][cH:42][c:43]([F:44])[cH:45][cH:46]1>>[c:2]1(-[c:40]2[cH:41][cH:42][c:43]([F:44])[cH:45][cH:46]2)[cH:3][cH:4][c:5]([S:8](=[O:9])(=[O:10])[NH:11][c:12]2[cH:13][c:14]([C:33]([F:34])([F:35])[F:36])[c:15]([CH2:18][N:19]3[CH2:20][CH:21]([CH3:32])[N:22]([C:25](=[O:26])[O:27][C:28]([CH3:29])([CH3:30])[CH3:31])[CH2:23][CH2:24]3)[cH:16][cH:17]2)[cH:6][n:7]1. Yields the product NC(=O)Nc1[nH]c(-c2cccc(Cl)c2)c(CO)c1C(N)=O. Reaction SMILES: [BH4-:1].[CH3:26][OH:27].[Cl-:24].[NH2:3][C:4](=[O:5])[NH:6][c:7]1[nH:8][c:9](-[c:17]2[cH:18][c:19]([Cl:23])[cH:20][cH:21][cH:22]2)[c:10]([CH:15]=[O:16])[c:11]1[C:12](=[O:13])[NH2:14].[NH4+:25].[Na+:2].[O:28]1[CH2:29][CH2:30][CH2:31][CH2:32]1>>[NH2:3][C:4](=[O:5])[NH:6][c:7]1[nH:8][c:9](-[c:17]2[cH:18][c:19]([Cl:23])[cH:20][cH:21][cH:22]2)[c:10]([CH2:15][OH:16])[c:11]1[C:12](=[O:13])[NH2:14]. Starting materials: [BH4-], CO, [Cl-], NC(=O)Nc1[nH]c(-c2cccc(Cl)c2)c(C=O)c1C(N)=O, [NH4+], [Na+], C1CCOC1. Starting materials: [H-].[H-].[H-].[H-].[Li+].[Al+3] (LiAlH4), N1(N=CC=C1)C=1SC=C(N1)C(=O)OCC (ethyl 2-pyrazol-1-ylthiazole-4-carboxylate), [OH-].[Na+] (NaOH), O (water). Solvent: C1CCOC1 (THF). Conditions: temperature 0 celsius, time 30 minute. Yields the product N1(N=CC=C1)C=1SC=C(N1)CO ((2-pyrazol-1 -ylthiazole-4-yl)methanol). The yield is 96.1%. Reaction SMILES: [H-].[H-].[H-].[H-].[Li+].[Al+3].[N:7]1([C:12]2[S:13][CH:14]=[C:15]([C:17](OCC)=[O:18])[N:16]=2)[CH:11]=[CH:10][CH:9]=[N:8]1.[OH-].[Na+].O>C1COCC1>[N:7]1([C:12]2[S:13][CH:14]=[C:15]([CH2:17][OH:18])[N:16]=2)[CH:11]=[CH:10][CH:9]=[N:8]1 |f:0.1.2.3.4.5,7.8|. Procedure details: LiAlH4 (247 mg; 6.49 mmol) was added in 20 mg portions over 30 minutes to a solution of ethyl 2-pyrazol-1-ylthiazole-4-carboxylate (1.45 g; 6.49 mmol) in anhydrous THF (20 ml) cooled to 0° C. and under nitrogen. After 30 minutes, 10% NaOH (about 5 ml) and water (about 5 ml) were added to the reaction mixture. The mixture was stirred for 30-45 minutes, filtered through Celite and evaporated, and the residue was taken up in saline solution and ethyl acetate. Drying and evaporation under vacuum gav... The reactants are ClC=1C=C(C=C(C1)Cl)SC1=C(N=C(N1C)CCO)C(C)C (5-(3,5-dichlorophenylthio)-4-isopropyl-2-(2-hydroxyethyl)-1-methyl-1H-imidazole), acetal, C(CCC)OC1(CCCCC1)OCCCC (1,1-di-n-butoxycyclohexane). Yields the product ClC=1C=C(C=C(C1)Cl)SC1=C(N=C(N1C)CCOC1(CCCCC1)OCCCC)C(C)C (5-(3,5-Dichlorophenylthio)-4-isopropyl-2-[2-(1-n-butoxycyclohexyloxy)ethyl]-1-methyl-1H-imidazole). Yield: 29.0%. Reaction SMILES: [Cl:1][C:2]1[CH:3]=[C:4]([S:9][C:10]2[N:14]([CH3:15])[C:13]([CH2:16][CH2:17][OH:18])=[N:12][C:11]=2[CH:19]([CH3:21])[CH3:20])[CH:5]=[C:6]([Cl:8])[CH:7]=1.[CH2:22]([O:26][C:27]1(OCCCC)[CH2:32][CH2:31][CH2:30][CH2:29][CH2:28]1)[CH2:23][CH2:24][CH3:25]>>[Cl:8][C:6]1[CH:5]=[C:4]([S:9][C:10]2[N:14]([CH3:15])[C:13]([CH2:16][CH2:17][O:18][C:27]3([O:26][CH2:22][CH2:23][CH2:24][CH3:25])[CH2:32][CH2:31][CH2:30][CH2:29][CH2:28]3)=[N:12][C:11]=2[CH:19]([CH3:21])[CH3:20])[CH:3]=[C:2]([Cl:1])[CH:7]=1. Reported procedure: The compound 22 (345 mg, 1 mmol) was converted to the acetal with 1,1-di-n-butoxycyclohexane (2.28 g, 00 mmol) in the same manner as the example 20 to give the compound 34 (145 mg, 29%). Starting materials: BrCC(=C)C1=CC=CC=C1 (α-(Bromomethyl)styrene), C(C)OP(OCC)OCC (triethylphosphite). Yields the product C(C)OP(=O)(OCC)CC(=C)C1=CC=CC=C1 (α-(diethoxyphosphorylmethyl)styrene). Reaction SMILES: Br[CH2:2][C:3]([C:5]1[CH:10]=[CH:9][CH:8]=[CH:7][CH:6]=1)=[CH2:4].[CH2:11]([O:13][P:14]([O:18]CC)[O:15][CH2:16][CH3:17])[CH3:12]>>[CH2:11]([O:13][P:14]([CH2:2][C:3]([C:5]1[CH:10]=[CH:9][CH:8]=[CH:7][CH:6]=1)=[CH2:4])([O:15][CH2:16][CH3:17])=[O:18])[CH3:12]. Reported procedure: α-(Bromomethyl)styrene was treated with an equimolar ratio of triethylphosphite at reflux for 1 h. After the mixture was cooled to room temperature, the by-product, ethyl bromide, was removed under reduced pressure, and the product α-(diethoxyphosphorylmethyl)styrene was obtained in quantitative yield as a yellowish syrup: 1H NMR (CDCl3) δ 1.20 (6H, t, 2× OCH2CH3, J 7.5 Hz), 3.05 (2H, d, CH2P(O), J 22.5 Hz), 4.00 (4H, m, 2× OCH2CH3), 5.35 (1H, d, olefinic proton, J 6.0 Hz), 5.50 (1H, d, olefinic... The reactants are CCOC(=O)c1cc(=O)c2cc(Oc3ccccc3)c(NS(C)(=O)=O)cc2o1, CC(=O)O, Cl, O. Yields the product CS(=O)(=O)Nc1cc2oc(C(=O)O)cc(=O)c2cc1Oc1ccccc1. Reaction SMILES: [CH2:1]([CH3:2])[O:3][C:4](=[O:5])[c:6]1[o:7][c:8]2[c:9]([c:10](=[O:12])[cH:11]1)[cH:13][c:14]([O:22][c:23]1[cH:24][cH:25][cH:26][cH:27][cH:28]1)[c:15]([NH:17][S:18](=[O:19])(=[O:20])[CH3:21])[cH:16]2.[CH3:31][C:32](=[O:33])[OH:34].[ClH:29].[OH2:30]>>[O:3]=[C:4]([OH:5])[c:6]1[o:7][c:8]2[c:9]([c:10](=[O:12])[cH:11]1)[cH:13][c:14]([O:22][c:23]1[cH:24][cH:25][cH:26][cH:27][cH:28]1)[c:15]([NH:17][S:18](=[O:19])(=[O:20])[CH3:21])[cH:16]2. Reactants: CCOC(=O)CBr, CCOC(C)=O, CCOCC, Cl, [Na+], COC(=O)C1CNCCC1=O, O, O=C([O-])O. The product is CCOC(=O)CN1CCC(=O)C(C(=O)OC)C1. Reaction SMILES: [Br:18][CH2:19][C:20](=[O:21])[O:22][CH2:23][CH3:24].[CH3:25][CH2:26][O:27][C:28](=[O:29])[CH3:30].[CH3:32][CH2:33][O:34][CH2:35][CH3:36].[ClH:1].[Na+:13].[O:2]=[C:3]1[CH:4]([C:9](=[O:10])[O:11][CH3:12])[CH2:5][NH:6][CH2:7][CH2:8]1.[OH2:31].[OH:14][C:15](=[O:16])[O-:17]>>[O:2]=[C:3]1[CH:4]([C:9](=[O:10])[O:11][CH3:12])[CH2:5][N:6]([CH2:19][C:20](=[O:21])[O:22][CH2:23][CH3:24])[CH2:7][CH2:8]1.